Task: describe an organic reaction: reactants, conditions, products, and yield. Dataset: the Open Reaction Database (ORD), a public repository of structured organic reaction records Reactants: C, CCO, O=C=NCc1ccc(F)cc1, [Pd], O=C(OCc1ccccc1)N1CCN2C(=O)OC(C3CC3)(C3CC3)C2C1. Product: O=C(NCc1ccc(F)cc1)N1CCN2C(=O)OC(C3CC3)(C3CC3)C2C1. Reaction SMILES: [C:41].[CH3:38][CH2:39][OH:40].[F:27][c:28]1[cH:29][cH:30][c:31]([CH2:32][N:33]=[C:34]=[O:35])[cH:36][cH:37]1.[Pd:42].[c:1]1([CH2:2][O:3][C:4](=[O:5])[N:11]2[CH2:12][CH:13]3[N:14]([CH2:15][CH2:16]2)[C:17](=[O:26])[O:18][C:19]3([CH:20]2[CH2:21][CH2:22]2)[CH:23]2[CH2:24][CH2:25]2)[cH:6][cH:7][cH:8][cH:9][cH:10]1>>[N:11]1([C:34]([NH:33][CH2:32][c:31]2[cH:30][cH:29][c:28]([F:27])[cH:37][cH:36]2)=[O:35])[CH2:12][CH:13]2[N:14]([CH2:15][CH2:16]1)[C:17](=[O:26])[O:18][C:19]2([CH:20]1[CH2:21][CH2:22]1)[CH:23]1[CH2:24][CH2:25]1. Reactants: Cl[C@@H]1C[C@H]([C@@H]([C@H]1C\C=C/CCCC(=O)OCC=C)CO)OC1OCCCC1 ((Z)-allyl 7-((1R,2S,3R,5R)-5-chloro-2-(hydroxymethyl)-3-(tetrahydro-2H-pyran-2-yloxy)cyclopentyl)hept-5-enoate), C=1C=C[NH+]=CC1.[O-][Cr](=O)(=O)Cl (PCC), C(C)(=O)[O-].[Na+] (sodium acetate). The solvent is ClCCl (dichloromethane), C(Cl)Cl (DCM). Yields the product Cl[C@@H]1C[C@H]([C@@H]([C@H]1C\C=C/CCCC(=O)OCC=C)C=O)OC1OCCCC1 ((Z)-allyl 7-((1R,2R,3R,5R)-5-chloro-2-formyl-3-(tetrahydro-2H-pyran-2-yloxy)cyclopentyl)hept-5-enoate). Isolated yield 72.9%. As a reaction SMILES: [Cl:1][C@H:2]1[C@H:6]([CH2:7]/[CH:8]=[CH:9]\[CH2:10][CH2:11][CH2:12][C:13]([O:15][CH2:16][CH:17]=[CH2:18])=[O:14])[C@@H:5]([CH2:19][OH:20])[C@H:4]([O:21][CH:22]2[CH2:27][CH2:26][CH2:25][CH2:24][O:23]2)[CH2:3]1.C1C=C[NH+]=CC=1.[O-][Cr](Cl)(=O)=O.C([O-])(=O)C.[Na+]>ClCCl>[Cl:1][C@H:2]1[C@H:6]([CH2:7]/[CH:8]=[CH:9]\[CH2:10][CH2:11][CH2:12][C:13]([O:15][CH2:16][CH:17]=[CH2:18])=[O:14])[C@@H:5]([CH:19]=[O:20])[C@H:4]([O:21][CH:22]2[CH2:27][CH2:26][CH2:25][CH2:24][O:23]2)[CH2:3]1 |f:1.2,3.4|. Reported procedure: A solution of 690 mg (1.72 mmol) of alcohol 4 in 4 mL of dichloromethane was added via pipette to a mixture of PCC (650 mg, 3.0 mmol), sodium acetate (325 mg, 3.96 mmol), and Celite (1.23 g) in 7 mL of DCM. The pipette was rinsed with an additional 3 mL of DCM to complete the transfer. The mixture was stirred sealed at 25° C. for 3 h. The mixture was worked up by filtration through 25 g of silica gel and washed with 200 mL of 1:4 EA:hexanes. The filtrate was concentrated in vacuo to yield 500 mg... The reactants are CI (methyl iodide), N1CCCC2=CC(=CC=C12)OC(NC1=CC(=C(C=C1)Cl)C(F)(F)F)=O ((4-chloro-3-trifluoromethyl-phenyl)-carbamic acid -1,2,3,4-tetrahydro-quinolin-6-yl ester), [H-].[Na+] (sodium hydride). Run in CN(C=O)C (dimethylformamide), CN(C=O)C (dimethylformamide). Reaction conditions: time 30 minute. Product: CN1CCCC2=CC(=CC=C12)OC(NC1=CC(=C(C=C1)Cl)C(F)(F)F)=O ((4-Chloro-3-trifluoromethyl-phenyl)-carbamic acid 1-methyl-1,2,3,4-tetrahydro-quinolin-6-yl ester). RXN SMILES: [NH:1]1[C:10]2[C:5](=[CH:6][C:7]([O:11][C:12](=[O:25])[NH:13][C:14]3[CH:19]=[CH:18][C:17]([Cl:20])=[C:16]([C:21]([F:24])([F:23])[F:22])[CH:15]=3)=[CH:8][CH:9]=2)[CH2:4][CH2:3][CH2:2]1.[H-].[Na+].[CH3:28]I>CN(C)C=O>[CH3:28][N:1]1[C:10]2[C:5](=[CH:6][C:7]([O:11][C:12](=[O:25])[NH:13][C:14]3[CH:19]=[CH:18][C:17]([Cl:20])=[C:16]([C:21]([F:22])([F:23])[F:24])[CH:15]=3)=[CH:8][CH:9]=2)[CH2:4][CH2:3][CH2:2]1 |f:1.2|. Procedure: A solution of 1 of (4-chloro-3-trifluoromethyl-phenyl)-carbamic acid -1,2,3,4-tetrahydro-quinolin-6-yl ester (0.74 g., 2 mmol) in dry dimethylformamide (5 ml) was added to a stirred suspension of sodium hydride (0.048 g., 2 mmol) in dry dimethylformamide (5 ml) at −10° C. during 5 min. The reaction mixture was stirred for 30 min. Then methyl iodide (0.224 ml, 3.6 mmol) was added to the stirring reaction mixture. Stirring was continued for additional 1.25 hours during which the temperature was al...